This data is from the Open Reaction Database (ORD), a public repository of structured organic reaction records. The task is: describe an organic reaction: reactants, conditions, products, and yield Reactants: CCOP(=O)(C#N)OCC, CC(C)CC(C(=O)O)C(C)N(C=O)OC1CCCCO1, [Cl-], Cl, [Na+], CN(C)C=O, CC(CCNCN=N[N+](=O)[O-])C(N)C(=O)Nc1nccs1. The product is CC(C)CC(C(=O)NC(C(=O)Nc1nccs1)C(C)CCNCN=N[N+](=O)[O-])C(C)N(C=O)OC1CCCCO1. As a reaction SMILES: [C:21]([P:22](=[O:23])([O:24][CH2:25][CH3:26])[O:27][CH2:28][CH3:29])#[N:30].[CH:1](=[O:2])[N:3]([CH:4]([CH:5]([C:6](=[O:7])[OH:8])[CH2:9][CH:10]([CH3:11])[CH3:12])[CH3:13])[O:14][CH:15]1[O:16][CH2:17][CH2:18][CH2:19][CH2:20]1.[Cl-:54].[ClH:31].[Na+:53].[O:55]=[CH:56][N:57]([CH3:58])[CH3:59].[s:32]1[c:33]([NH:37][C:38]([CH:39]([CH:40]([CH2:41][CH2:42][NH:43][CH2:44][N:45]=[N:46][N+:47](=[O:48])[O-:49])[CH3:50])[NH2:51])=[O:52])[n:34][cH:35][cH:36]1>>[CH:1](=[O:2])[N:3]([CH:4]([CH:5]([C:6](=[O:8])[NH:51][CH:39]([C:38]([NH:37][c:33]1[s:32][cH:36][cH:35][n:34]1)=[O:52])[CH:40]([CH2:41][CH2:42][NH:43][CH2:44][N:45]=[N:46][N+:47](=[O:48])[O-:49])[CH3:50])[CH2:9][CH:10]([CH3:11])[CH3:12])[CH3:13])[O:14][CH:15]1[O:16][CH2:17][CH2:18][CH2:19][CH2:20]1. Yields the product C(C)OC(=O)C=1NC2=CC(=C(C=C2C1)O)Cl (6-Chloro-5-hydroxy-1H-indole-2-carboxylic acid ethyl ester). Reaction SMILES: [CH2:1]([O:3][C:4]([C:6]1[NH:7][C:8]2[C:13]([CH:14]=1)=[CH:12][C:11]([O:15]C)=[C:10]([Cl:17])[CH:9]=2)=[O:5])[CH3:2].B(Br)(Br)Br>ClCCl>[CH2:1]([O:3][C:4]([C:6]1[NH:7][C:8]2[C:13]([CH:14]=1)=[CH:12][C:11]([OH:15])=[C:10]([Cl:17])[CH:9]=2)=[O:5])[CH3:2]. Starting materials: solution, B(Br)(Br)Br (boron tribromide), C(C)OC(=O)C=1NC2=CC(=C(C=C2C1)OC)Cl (6-chloro-5-methoxy-1H-indole-2-carboxylic acid ethyl ester). Procedure: To a cooled (−78° C.) solution of 6-chloro-5-methoxy-1H-indole-2-carboxylic acid ethyl ester (930 mg, 1.0 eq.) in dichloromethane (20 mL), was slowly added a 1M solution of boron tribromide in dichloromethane (7.33 mL, 2.0 eq.). The mixture was stirred at room temperature for 1 h, partitioned between ethyl acetate and ice water. The aqueous layer was extracted with ethyl acetate and the combined organic fractions were washed with 10% sodium bicarbonate solution and brine, dried over sodium sulfa... Conditions: time 1 hour. Isolated yield 74.6%. Run in ClCCl (dichloromethane), ClCCl (dichloromethane). Starting materials: C1(=CC=CC=C1)CC[N+](=O)[O-] (2-phenylnitroethane), C1(=CC=CC=C1)N=C=O (phenyl isocyanate), C(=C)P(OC)(OC)=O (dimethyl vinylphosphonate), N (ammonia). Solvent: C1(=CC=CC=C1)C (toluene), C(C)N(CC)CC (triethylamine), C1(=CC=CC=C1)C (toluene), C(C)N(CC)CC (triethylamine). Conditions: time 8 hour. The product is C(C1=CC=CC=C1)C1=NOC(C1)P(OC)(OC)=O (Dimethyl 3-benzyl-2-isoxazolin-5-ylphosphonate). As a reaction SMILES: C1(N=C=O)C=CC=CC=1.[CH:10]([P:12](=[O:17])([O:15][CH3:16])[O:13][CH3:14])=[CH2:11].[C:18]1([CH2:24][CH2:25][N+:26]([O-])=[O:27])[CH:23]=[CH:22][CH:21]=[CH:20][CH:19]=1.N>C1(C)C=CC=CC=1.C(N(CC)CC)C>[CH2:24]([C:25]1[CH2:11][CH:10]([P:12](=[O:17])([O:15][CH3:16])[O:13][CH3:14])[O:27][N:26]=1)[C:18]1[CH:23]=[CH:22][CH:21]=[CH:20][CH:19]=1. Procedure details: 13.5 ml (0.124 mol) of phenyl isocyanate, 9.5 g (0.07 mol) of dimethyl vinylphosphonate and 1 ml of triethylamine are introduced into 120 ml of toluene. A solution of 9.3 g (0.062 mol) of 2-phenylnitroethane and 1 ml of triethylamine dissolved in 150 ml of toluene is added dropwise in 5 hours, the mixture is stirred overnight and then for 30 minutes after addition of 30 ml of concentrated aqueous ammonia, precipitated diphenylurea is removed by filtration and washed with ethyl acetate, and the c... Conditions: temperature 150 celsius. Product: C(C)(C)OC(N(C)[C@@H]1CN(CC1)C=1C=CC=2N(N1)C(=CN2)C=2C(=NC=CC2)OC)=O ({(S)-1-[3-(2-Methoxy-pyridin-3-yl)-imidazo[1,2-b]pyridazin-6-yl]-pyrrolidin-3-yl}-methyl-carbamic acid isopropyl ester). Yield: 87.4%. Reagents/catalysts: Cl[Pd]([P](C1=CC=CC=C1)(C2=CC=CC=C2)C3=CC=CC=C3)([P](C4=CC=CC=C4)(C5=CC=CC=C5)C6=CC=CC=C6)Cl (dichlorobis(triphenylphosphine)palladium(II)). As a reaction SMILES: [CH:1]([O:4][C:5](=[O:23])[N:6]([C@H:8]1[CH2:12][CH2:11][N:10]([C:13]2[CH:14]=[CH:15][C:16]3[N:17]([C:19](Br)=[CH:20][N:21]=3)[N:18]=2)[CH2:9]1)[CH3:7])([CH3:3])[CH3:2].[CH3:24][O:25][C:26]1[C:31](B(O)O)=[CH:30][CH:29]=[CH:28][N:27]=1.C([O-])([O-])=O.[K+].[K+]>CC#N.O.Cl[Pd](Cl)([P](C1C=CC=CC=1)(C1C=CC=CC=1)C1C=CC=CC=1)[P](C1C=CC=CC=1)(C1C=CC=CC=1)C1C=CC=CC=1>[CH:1]([O:4][C:5](=[O:23])[N:6]([C@H:8]1[CH2:12][CH2:11][N:10]([C:13]2[CH:14]=[CH:15][C:16]3[N:17]([C:19]([C:31]4[C:26]([O:25][CH3:24])=[N:27][CH:28]=[CH:29][CH:30]=4)=[CH:20][N:21]=3)[N:18]=2)[CH2:9]1)[CH3:7])([CH3:3])[CH3:2] |f:2.3.4,5.6,^1:47,66|. Reactants: C(C)(C)OC(N(C)[C@@H]1CN(CC1)C=1C=CC=2N(N1)C(=CN2)Br)=O ([(S)-1-(3-bromo-imidazo[1,2-b]pyridazin-6-yl)-pyrrolidin-3-yl]-methyl-carbamic acid isopropyl ester), COC1=NC=CC=C1B(O)O (2-methoxypyridine-3-boronic acid), C(=O)([O-])[O-].[K+].[K+] (K2CO3). Procedure details: A mixture of [(S)-1-(3-bromo-imidazo[1,2-b]pyridazin-6-yl)-pyrrolidin-3-yl]-methyl-carbamic acid isopropyl ester (88 mg, 0.23 mmol), 2-methoxypyridine-3-boronic acid (46 mg, 0.3 mmol), K2CO3 (95 mg, 0.69 mmol) and dichlorobis(triphenylphosphine)palladium(II) (8.4 mg, 0.012 mmol) in MeCN/water (3.2 ml/0.8 ml) was heated in a microwave at 150° C. for 15 min. The water layer was removed and the organic layer was diluted with MeCN and filtered. The filtrate was subjected to preparative HPLC to give ... Solvent: CC#N.O (MeCN water). The reactants are CC(C)C(O)(C(=O)NC1CCN(Cc2ccccc2)CC1)c1ccccc1, CCCCI, CCCC[N+](CCCC)(CCCC)CCCC, [H-], [I-], [Na+], CN(C)C=O, O. The product is CCCCOC(C(=O)NC1CCN(Cc2ccccc2)CC1)(c1ccccc1)C(C)C. As a reaction SMILES: [CH2:1]([c:2]1[cH:3][cH:4][cH:5][cH:6][cH:7]1)[N:8]1[CH2:9][CH2:10][CH:11]([NH:14][C:15]([C:16]([CH:17]([CH3:18])[CH3:19])([c:20]2[cH:21][cH:22][cH:23][cH:24][cH:25]2)[OH:26])=[O:27])[CH2:12][CH2:13]1.[CH2:30]([CH2:31][CH2:32][CH3:33])[I:34].[CH2:42]([N+:43]([CH2:44][CH2:45][CH2:46][CH3:47])([CH2:48][CH2:49][CH2:50][CH3:51])[CH2:52][CH2:53][CH2:54][CH3:55])[CH2:56][CH2:57][CH3:58].[H-:28].[I-:41].[Na+:29].[O:36]=[CH:37][N:38]([CH3:39])[CH3:40].[OH2:35]>>[CH2:1]([c:2]1[cH:3][cH:4][cH:5][cH:6][cH:7]1)[N:8]1[CH2:9][CH2:10][CH:11]([NH:14][C:15]([C:16]([CH:17]([CH3:18])[CH3:19])([c:20]2[cH:21][cH:22][cH:23][cH:24][cH:25]2)[O:26][CH2:30][CH2:31][CH2:32][CH3:33])=[O:27])[CH2:12][CH2:13]1.